From a dataset of the Open Reaction Database (ORD), a public repository of structured organic reaction records. describe an organic reaction: reactants, conditions, products, and yield The reactants are F[B-](F)(F)F, COC(=O)NC(C(=O)N1CCCC1C(=O)O)C1CCCCC1, CN1CCOCC1, CN(C)C=O, NCc1ccc2c(N)nccc2c1, CN(C)C(On1nnc2ccccc21)=[N+](C)C. Product: COC(=O)NC(C(=O)N1CCCC1C(=O)NCc1ccc2c(N)nccc2c1)C1CCCCC1. Reaction SMILES: [B-:43]([F:44])([F:45])([F:46])[F:47].[CH3:1][O:2][C:3](=[O:4])[NH:5][CH:6]([C:7](=[O:8])[N:9]1[CH:10]([C:14](=[O:15])[OH:16])[CH2:11][CH2:12][CH2:13]1)[CH:17]1[CH2:18][CH2:19][CH2:20][CH2:21][CH2:22]1.[CH3:36][N:37]1[CH2:38][CH2:39][O:40][CH2:41][CH2:42]1.[CH:65]([N:66]([CH3:67])[CH3:68])=[O:69].[NH2:23][CH2:24][c:25]1[cH:26][c:27]2[cH:28][cH:29][n:30][c:31]([NH2:35])[c:32]2[cH:33][cH:34]1.[n:48]1([O:49][C:50]([N:51]([CH3:52])[CH3:53])=[N+:54]([CH3:55])[CH3:56])[c:57]2[cH:58][cH:59][cH:60][cH:61][c:62]2[n:63][n:64]1>>[CH3:1][O:2][C:3](=[O:4])[NH:5][CH:6]([C:7](=[O:8])[N:9]1[CH:10]([C:14](=[O:16])[NH:23][CH2:24][c:25]2[cH:26][c:27]3[cH:28][cH:29][n:30][c:31]([NH2:35])[c:32]3[cH:33][cH:34]2)[CH2:11][CH2:12][CH2:13]1)[CH:17]1[CH2:18][CH2:19][CH2:20][CH2:21][CH2:22]1.